From a dataset of the Open Reaction Database (ORD), a public repository of structured organic reaction records. describe an organic reaction: reactants, conditions, products, and yield Starting materials: [Al+3], C1CCOC1, CON(C)C(=O)c1cccc(Nc2cc(Nc3ccc(Oc4ccccc4)cc3)ncn2)c1, [H-], [H-], [H-], [H-], [Li+]. Product: O=Cc1cccc(Nc2cc(Nc3ccc(Oc4ccccc4)cc3)ncn2)c1. RXN SMILES: [Al+3:35].[CH2:40]1[O:41][CH2:42][CH2:43][CH2:44]1.[CH3:1][O:2][N:3]([C:4]([c:5]1[cH:6][c:7]([NH:11][c:12]2[n:13][cH:14][n:15][c:16]([NH:18][c:19]3[cH:20][cH:21][c:22]([O:25][c:26]4[cH:27][cH:28][cH:29][cH:30][cH:31]4)[cH:23][cH:24]3)[cH:17]2)[cH:8][cH:9][cH:10]1)=[O:32])[CH3:33].[H-:34].[H-:37].[H-:38].[H-:39].[Li+:36]>>[CH:4]([c:5]1[cH:6][c:7]([NH:11][c:12]2[n:13][cH:14][n:15][c:16]([NH:18][c:19]3[cH:20][cH:21][c:22]([O:25][c:26]4[cH:27][cH:28][cH:29][cH:30][cH:31]4)[cH:23][cH:24]3)[cH:17]2)[cH:8][cH:9][cH:10]1)=[O:32]. Starting materials: OC1(CCC(CC1)=O)C1=CN=C(S1)C (4-hydroxy-4(-methyl-thiazol-5-yl)-cyclohexanone), N1CC(C1)NC(=O)CNC(C1=CC(=CC=C1)C(F)(F)F)=O (N-(azetidin-3-ylcarbamoylmethyl)-3-trifluoromethyl-benzamide). Yields the product OC1(CCC(CC1)N1CC(C1)NC(=O)CNC(C1=CC(=CC=C1)C(F)(F)F)=O)C1=CN=C(S1)C (N-({1-[4-Hydroxy-4-(2-methyl-thiazol-5-yl)-cyclohexyl]-azetidin-3-ylcarbamoyl}-methyl)-3-trifluoromethyl-benzamide). As a reaction SMILES: [OH:1][C:2]1([C:9]2[S:13][C:12]([CH3:14])=[N:11][CH:10]=2)[CH2:7][CH2:6][C:5](=O)[CH2:4][CH2:3]1.[NH:15]1[CH2:18][CH:17]([NH:19][C:20]([CH2:22][NH:23][C:24](=[O:35])[C:25]2[CH:30]=[CH:29][CH:28]=[C:27]([C:31]([F:34])([F:33])[F:32])[CH:26]=2)=[O:21])[CH2:16]1>>[OH:1][C:2]1([C:9]2[S:13][C:12]([CH3:14])=[N:11][CH:10]=2)[CH2:7][CH2:6][CH:5]([N:15]2[CH2:18][CH:17]([NH:19][C:20]([CH2:22][NH:23][C:24](=[O:35])[C:25]3[CH:30]=[CH:29][CH:28]=[C:27]([C:31]([F:34])([F:32])[F:33])[CH:26]=3)=[O:21])[CH2:16]2)[CH2:4][CH2:3]1. Reported procedure: The title compounds were prepared as white solids from reductive amination of 4-hydroxy-4(-methyl-thiazol-5-yl)-cyclohexanone, as prepared in the previous step, and N-(azetidin-3-ylcarbamoylmethyl)-3-trifluoromethyl-benzamide using the procedure described in Step E of Example 1. Starting materials: BrN1C(CCC1=O)=O (N-bromosuccinimide), CC1=C(C=C(C(=O)OC)C=C1)Cl (Methyl 4-methyl-3-chlorobenzoate), C1=CC=CC=C1C(=O)OOOC(C1=CC=CC=C1)=O (perbenzoic anhydride). The solvent is C(Cl)(Cl)(Cl)Cl (carbon tetrachloride). Yields the product BrCC1=C(C=C(C(=O)OC)C=C1)Cl (methyl 4-bromomethyl-3-chlorobenzoate). The yield is 75.0%. Reaction SMILES: [CH3:1][C:2]1[CH:11]=[CH:10][C:5]([C:6]([O:8][CH3:9])=[O:7])=[CH:4][C:3]=1[Cl:12].[Br:13]N1C(=O)CCC1=O.C1C(C(OOOC(=O)C2C=CC=CC=2)=O)=CC=CC=1>C(Cl)(Cl)(Cl)Cl>[Br:13][CH2:1][C:2]1[CH:11]=[CH:10][C:5]([C:6]([O:8][CH3:9])=[O:7])=[CH:4][C:3]=1[Cl:12]. Reported procedure: Methyl 4-methyl-3-chlorobenzoate (4.5 g, 0.024 mol) was dissolved in carbon tetrachloride (100 ml), and thereto were added N-bromosuccinimide (4.8 g, 0.026 mol) and a catalytic amount of perbenzoic anhydride. The mixture was heated and refluxed under nitrogen atmosphere for 2 hours, allowed to cool, and the precipitate was separated by filtration. The filtrate was concentrated, and separated and purified by using a silica-gel column chromatography (ethyl acetate:n-hexane=1:20) to give the title ...